Dataset: the Open Reaction Database (ORD), a public repository of structured organic reaction records. Task: describe an organic reaction: reactants, conditions, products, and yield The reactants are NC=1C(=NC(=C(C1C(=O)OCC)C(=O)OCC)Cl)C1=CC(=CC=C1)N (3-amino-6-chloro-4,5-diethoxycarbonyl-2-(3-aminophenyl)pyridine), O.NN (hydrazine monohydrate), ice water. Run in C(C)(=O)O (acetic acid). Run at temperature 90 celsius, time 30 minute. Yields the product NC1=C(N=C(C=2C(NNC(C21)=O)=O)Cl)C2=CC(=CC=C2)N (8-Amino-5-chloro-7-(3-aminophenyl)pyrido[3,4-d]pyridazine-1,4(2H,3H)dione). As a reaction SMILES: [NH2:1][C:2]1[C:3]([C:19]2[CH:24]=[CH:23][CH:22]=[C:21]([NH2:25])[CH:20]=2)=[N:4][C:5]([Cl:18])=[C:6]([C:13](OCC)=[O:14])[C:7]=1[C:8](OCC)=[O:9].O.[NH2:27][NH2:28]>C(O)(=O)C>[NH2:1][C:2]1[C:7]2[C:8](=[O:9])[NH:28][NH:27][C:13](=[O:14])[C:6]=2[C:5]([Cl:18])=[N:4][C:3]=1[C:19]1[CH:24]=[CH:23][CH:22]=[C:21]([NH2:25])[CH:20]=1 |f:1.2|. Procedure: To 0.35 g of 3-amino-6-chloro-4,5-diethoxycarbonyl-2-(3-aminophenyl)pyridine was added 7.5 ml of hydrazine monohydrate, and the mixture was stirred at 90° C. for 30 minutes. The reaction mixture was poured into ice water (100 ml), and the mixture was adjusted to pH 6 by adding acetic acid. The resulting precipitate was collected by filtration and washed with water, followed by reprecipitation from DMSO-H2O, to give 0.23 g of the title compound as orange powder. Starting materials: CS(=O)(=O)N (methanesulfonamide), N1(CCC1)S(=O)(=O)N (azetidine-1-sulfonamide), C(#N)C1(C2CC3CC(CC1C3)C2)COC2=CC(=C(C(=O)O)C=C2C2CC2)F (4-((2-cyanoadamantan-2-yl)methoxy)-5-cyclopropyl-2-fluorobenzoic acid), C1(CC1)C=1C(=CC(=C(C(=O)O)C1)F)OCC12CCCCC2C1(F)F (5-cyclopropyl-4-(((1SR,6RS)-7,7-difluorobicyclo-[4.1.0]heptan-1-yl)methoxy)-2-fluorobenzoic acid). Yields the product N1(CCC1)S(=O)(=O)NC(C1=C(C=C(C(=C1)C1CC1)OCC12CCCCC2C1(F)F)F)=O (N-(azetidin-1-ylsulfonyl)-5-cyclopropyl-4-(((1SR,6RS)-7,7-difluorobicyclo[4.1.0]heptan-1-yl)methoxy)-2-fluorobenzamide), gum. Yield: 81.0%. As a reaction SMILES: C(C1(COC2C(C3CC3)=CC(C(O)=O)=C(F)C=2)C2CC3CC(CC1C3)C2)#N.[CH:28]1([C:31]2[C:32]([O:41][CH2:42][C:43]34[C:49]([F:51])([F:50])[CH:48]3[CH2:47][CH2:46][CH2:45][CH2:44]4)=[CH:33][C:34]([F:40])=[C:35]([CH:39]=2)[C:36]([OH:38])=O)[CH2:30][CH2:29]1.CS(N)(=O)=O.[N:57]1([S:61]([NH2:64])(=[O:63])=[O:62])[CH2:60][CH2:59][CH2:58]1>>[N:57]1([S:61]([NH:64][C:36](=[O:38])[C:35]2[CH:39]=[C:31]([CH:28]3[CH2:29][CH2:30]3)[C:32]([O:41][CH2:42][C:43]34[C:49]([F:51])([F:50])[CH:48]3[CH2:47][CH2:46][CH2:45][CH2:44]4)=[CH:33][C:34]=2[F:40])(=[O:63])=[O:62])[CH2:60][CH2:59][CH2:58]1. Procedure details: Following the procedure as described in Example 332 Step 7 and making non-critical variations to replace 4-((2-cyanoadamantan-2-yl)methoxy)-5-cyclopropyl-2-fluorobenzoic acid with 5-cyclopropyl-4-(((1SR,6RS)-7,7-difluorobicyclo-[4.1.0]heptan-1-yl)methoxy)-2-fluorobenzoic acid and to replace methanesulfonamide with azetidine-1-sulfonamide, the title compound was obtained as a white gum (0.051 g, 81%): 1H NMR (300 MHz, CDCl3) δ 8.65 (s, 1H), 7.64 (d, J=9.1 Hz, 1H), 6.54 (d, J=14.1 Hz, 1H), 4.25 (t... Starting materials: C(C)(=O)Cl (acetyl chloride), Cl (HCl), Cl (hydrochloric acid), OC(C(C#N)=C)C(C)C (3-hydroxy-4-methyl-2-methylenepentanenitrile), N1=CC=CC=C1 (pyridine). Solvent: C(Cl)Cl (methylene chloride), O (water), O (water), C(Cl)Cl (methylene chloride). The product is C(#N)C(C(C(C)C)OC(C)=O)=C (acetic acid 2-cyano-1-isopropyl-allyl ester). Isolated yield 98.7%. RXN SMILES: [OH:1][CH:2]([CH:7]([CH3:9])[CH3:8])[C:3](=[CH2:6])[C:4]#[N:5].N1C=CC=CC=1.[C:16](Cl)(=[O:18])[CH3:17].Cl>O.C(Cl)Cl>[C:4]([C:3](=[CH2:6])[CH:2]([O:1][C:16](=[O:18])[CH3:17])[CH:7]([CH3:9])[CH3:8])#[N:5]. Reported procedure: A nitrogen-purged 5 L, three-necked, round-bottom flask with overhead stirring is charged with 50 g (0.4 mol) of 3-hydroxy-4-methyl-2-methylenepentanenitrile, 0.4 L of methylene chloride, and 80 mL (1 mol) of pyridine. The solution is cooled at 10° C. to 15° C. in an ice bath. Using a 500 mL graduated addition funnel, a mixture of 100 mL of methylene chloride and 43 mL (0.6 mol) of acetyl chloride is added slowly while maintaining the reaction temperature at 25° C.±5° C. The reaction is stirred ... Starting materials: ClC=1C2=C(SC1C(=O)N1CCOCC1)C=C(C(=C2)OC)OC ((3-Chloro-5,6-dimethoxy-benzo[b]thiophen-2-yl)-morpholin-4-yl-methanone), C[Al](C)C (trimethylaluminum), C(C)O (ethanol), Cl (HCl). The reagents and catalysts are Cl[Ni]1([P](CCC[P](C2=CC=CC=C2)1C3=CC=CC=C3)(C4=CC=CC=C4)C5=CC=CC=C5)Cl ([1,3-bis(diphenylphosphino)propane]dichloronickel). The solvent is COCCOC (1,2-dimethoxyethane), O (water). Yields the product COC1=CC2=C(SC(=C2C)C(=O)N2CCOCC2)C=C1OC ((5,6-Dimethoxy-3-methylbenzo[b]thiophen-2-yl)morpholin-4-yl-methanone). As a reaction SMILES: Cl[C:2]1[C:3]2[CH:18]=[C:17]([O:19][CH3:20])[C:16]([O:21][CH3:22])=[CH:15][C:4]=2[S:5][C:6]=1[C:7]([N:9]1[CH2:14][CH2:13][O:12][CH2:11][CH2:10]1)=[O:8].[CH3:23][Al](C)C.C(O)C.Cl>COCCOC.Cl[Ni]1(Cl)[P](C2C=CC=CC=2)(C2C=CC=CC=2)CCC[P]1(C1C=CC=CC=1)C1C=CC=CC=1.O>[CH3:20][O:19][C:17]1[C:16]([O:21][CH3:22])=[CH:15][C:4]2[S:5][C:6]([C:7]([N:9]3[CH2:14][CH2:13][O:12][CH2:11][CH2:10]3)=[O:8])=[C:2]([CH3:23])[C:3]=2[CH:18]=1 |^1:39,55|. Procedure: (3-Chloro-5,6-dimethoxybenzo[b]thiophen-2-yl)morpholin-4-yl-methanone (3.0 g) from Example 8, trimethylaluminum (3.2 g) and [1,3-bis(diphenylphosphino)propane]dichloronickel (II) (1.2 g) in 1,2-dimethoxyethane (100 ml) were refluxed under argon for 10 hours. To the cold mixture ethanol (50 ml), water and HCl were added respectively and the mixture was extracted with ethyl acetate. Ethyl acetate was dried and evaporated to dryness. The crude product was purified by flash chromatography eluting wi... The reactants are CC(C)=O, Cl, CC(C)n1ncnc1-c1cn2c(n1)-c1ccc(C3CNC3)cc1OCC2, N#C[Na], O. Product: CC(C)n1ncnc1-c1cn2c(n1)-c1ccc(C3CN(C(C)(C)C#N)C3)cc1OCC2. Reaction SMILES: [CH3:31][C:32]([CH3:33])=[O:34].[ClH:1].[NH:2]1[CH2:3][CH:4]([c:6]2[cH:7][c:8]3[c:9]([cH:26][cH:27]2)-[c:10]2[n:11][c:12](-[c:18]4[n:19]([CH:23]([CH3:24])[CH3:25])[n:20][cH:21][n:22]4)[cH:13][n:14]2[CH2:15][CH2:16][O:17]3)[CH2:5]1.[Na:28][C:29]#[N:30].[OH2:35]>>[N:2]1([C:32]([C:29]#[N:30])([CH3:31])[CH3:33])[CH2:3][CH:4]([c:6]2[cH:7][c:8]3[c:9]([cH:26][cH:27]2)-[c:10]2[n:11][c:12](-[c:18]4[n:19]([CH:23]([CH3:24])[CH3:25])[n:20][cH:21][n:22]4)[cH:13][n:14]2[CH2:15][CH2:16][O:17]3)[CH2:5]1. Solvent: O (Water). Procedure details: Propionaldehyde (0.435 mL, 6.0-mmol) and 3M sulfuric acid (2.01 mL, 6.0 mmol) were added to a solution of the crude 8-(2,4-dimethylphenyl)-2-ethylimidazo[1,2-b]pyridazin-3-amine (1.2 mmol) in tetrahydrofuran (10 mL) under ice-cooling, and sodium borohydride (182 mg, 4.8 mmol) was gradually added at the same temperature. After heating under stirring for 30 minutes, it was stirred at room temperature for 20 minutes, and neutralized by adding a 5N aqueous sodium hydroxide solution under ice-cooling... Product: CC1=C(C=CC(=C1)C)C=1C=2N(N=CC1)C(=C(N2)CC)N(CCC)CCC (N-[8-(2,4-Dimethylphenyl)-2-ethylimidazo[1,2-b]pyridazin-3-yl]-N,N-dipropylamine). As a reaction SMILES: [CH:1](=O)[CH2:2][CH3:3].S(=O)(=O)(O)O.[CH3:10][C:11]1[CH:16]=[C:15]([CH3:17])[CH:14]=[CH:13][C:12]=1[C:18]1[C:19]2[N:20]([C:24]([NH2:29])=[C:25]([CH2:27][CH3:28])[N:26]=2)[N:21]=[CH:22][CH:23]=1.[BH4-].[Na+].[OH-].[Na+].O1C[CH2:37][CH2:36][CH2:35]1>O>[CH3:10][C:11]1[CH:16]=[C:15]([CH3:17])[CH:14]=[CH:13][C:12]=1[C:18]1[C:19]2[N:20]([C:24]([N:29]([CH2:35][CH2:36][CH3:37])[CH2:1][CH2:2][CH3:3])=[C:25]([CH2:27][CH3:28])[N:26]=2)[N:21]=[CH:22][CH:23]=1 |f:3.4,5.6|. Run at time 30 minute. Starting materials: [BH4-].[Na+] (sodium borohydride), C(CC)=O (Propionaldehyde), S(O)(O)(=O)=O (sulfuric acid), CC1=C(C=CC(=C1)C)C=1C=2N(N=CC1)C(=C(N2)CC)N (8-(2,4-dimethylphenyl)-2-ethylimidazo[1,2-b]pyridazin-3-amine), O1CCCC1 (tetrahydrofuran), [OH-].[Na+] (sodium hydroxide). The yield is 10.0%.